Dataset: the Open Reaction Database (ORD), a public repository of structured organic reaction records. Task: describe an organic reaction: reactants, conditions, products, and yield RXN SMILES: [F:1][C:2]([F:7])([F:6])[C:3]([OH:5])=[O:4].[NH2:8][C:9]1[C:18]2[C:13](=[CH:14][C:15]([O:19][CH:20]([C:25]3[CH:30]=[C:29]([O:31][CH3:32])[C:28]([O:33][CH3:34])=[CH:27][C:26]=3[F:35])[C:21]([O:23]C)=[O:22])=[CH:16][CH:17]=2)[CH:12]=[CH:11][N:10]=1.[Li+].[OH-]>C1COCC1>[F:1][C:2]([F:7])([F:6])[C:3]([OH:5])=[O:4].[NH2:8][C:9]1[C:18]2[C:13](=[CH:14][C:15]([O:19][CH:20]([C:25]3[CH:30]=[C:29]([O:31][CH3:32])[C:28]([O:33][CH3:34])=[CH:27][C:26]=3[F:35])[C:21]([OH:23])=[O:22])=[CH:16][CH:17]=2)[CH:12]=[CH:11][N:10]=1 |f:0.1,2.3,5.6|. Product: FC(C(=O)O)(F)F.NC1=NC=CC2=CC(=CC=C12)OC(C(=O)O)C1=C(C=C(C(=C1)OC)OC)F (2-(1-Aminoisoquinolin-6-yloxy)-2-(2-fluoro-4,5-dimethoxyphenyl)acetic acid trifluoroacetic acid salt). The reactants are [Li+].[OH-] (LiOH), FC(C(=O)O)(F)F.NC1=NC=CC2=CC(=CC=C12)OC(C(=O)OC)C1=C(C=C(C(=C1)OC)OC)F (Methyl 2-(1-aminoisoquinolin-6-yloxy)-2-(2-fluoro-4,5-dimethoxyphenyl)-acetate trifluoroacetic acid salt), [Li+].[OH-] (LiOH). The solvent is C1CCOC1 (THF). Conditions: time 0.5 hour. Isolated yield 63.6%. Procedure: 139C (80 mg, 0.21 mmol) was dissolved in THF (2 mL). 1M LiOH (0.4 mL) was added, and the reaction was stirred at rt for 0.5 h. Additional 1M LiOH was added (0.4 mL) and the reaction was stirred for 3 h. The solvent was removed under reduced pressure, and water (10 mL) was added. The solution was acidified with 1 N HCl, then purified via preparative HPLC (MeOH/water/TFA) to provide 139D (65 mg, 64%). LC-MS: 373.18 (M+H)+. Reactants: FC(C(=O)N1C(O[C@@H]([C@H]1CF)C1=CC=C(C=C1)B1OC(C(O1)(C)C)(C)C)(C)C)F (2,2-Difluoro-1-{(4S,5R)-4-fluoromethyl-2,2-dimethyl-5-[4-(4,4,5,5-tetramethyl-[1,3,2]dioxaborolan-2-yl)-phenyl]-oxazolidin-3-yl}-ethanone), BrC=1C=CC(=NC1)C(CO)(C)NC(OC(C)(C)C)=O (tert-butyl 2-(5-bromopyridin-2-yl)-1-hydroxypropan-2-ylcarbamate), C([O-])(O)=O.[Na+] (sodium bicarbonate). The reagents and catalysts are C1=CC=C(C=C1)P([C-]2C=CC=C2)C3=CC=CC=C3.C1=CC=C(C=C1)P([C-]2C=CC=C2)C3=CC=CC=C3.Cl[Pd]Cl.[Fe+2] ([1,1′Bis(diphenylphosphino)ferrocene]dichloropalladium (II)). Run in C1(=CC=CC=C1)C (toluene), C(C)O (ethanol). Run at temperature 80 celsius. Product: FC(C(=O)N1C(O[C@@H]([C@H]1CF)C1=CC=C(C=C1)C=1C=CC(=NC1)C(CO)(C)NC(OC(C)(C)C)=O)(C)C)F (tert-butyl 2-(5-(4-((4S,5R)-3-(2,2-difluoroacetyl)-4-(fluoromethyl)-2,2-dimethyloxazolidin-5-yl)phenyl)pyridin-2-yl)-1-hydroxypropan-2-ylcarbamate). Yield: 24.0%. Reaction SMILES: [F:1][CH:2]([F:29])[C:3]([N:5]1[C@H:9]([CH2:10][F:11])[C@@H:8]([C:12]2[CH:17]=[CH:16][C:15](B3OC(C)(C)C(C)(C)O3)=[CH:14][CH:13]=2)[O:7][C:6]1([CH3:28])[CH3:27])=[O:4].Br[C:31]1[CH:32]=[CH:33][C:34]([C:37]([NH:41][C:42](=[O:48])[O:43][C:44]([CH3:47])([CH3:46])[CH3:45])([CH3:40])[CH2:38][OH:39])=[N:35][CH:36]=1.C(=O)(O)[O-].[Na+]>C1(C)C=CC=CC=1.C(O)C.C1C=CC(P(C2C=CC=CC=2)[C-]2C=CC=C2)=CC=1.C1C=CC(P(C2C=CC=CC=2)[C-]2C=CC=C2)=CC=1.Cl[Pd]Cl.[Fe+2]>[F:29][CH:2]([F:1])[C:3]([N:5]1[C@H:9]([CH2:10][F:11])[C@@H:8]([C:12]2[CH:17]=[CH:16][C:15]([C:31]3[CH:32]=[CH:33][C:34]([C:37]([NH:41][C:42](=[O:48])[O:43][C:44]([CH3:47])([CH3:46])[CH3:45])([CH3:40])[CH2:38][OH:39])=[N:35][CH:36]=3)=[CH:14][CH:13]=2)[O:7][C:6]1([CH3:27])[CH3:28])=[O:4] |f:2.3,6.7.8.9|. Procedure details: To a solution of 2,2-Difluoro-1-{(4S,5R)-4-fluoromethyl-2,2-dimethyl-5-[4-(4,4,5,5-tetramethyl-[1,3,2]dioxaborolan-2-yl)-phenyl]-oxazolidin-3-yl}-ethanone (200 mg, 0.48 mmol) in a mixture of toluene (3 ml) and ethanol (2 ml) is added tert-butyl 2-(5-bromopyridin-2-yl)-1-hydroxypropan-2-ylcarbamate (160 mg, 0.48 mmol), aqueous sodium bicarbonate solution (2M, 2 mmol, 1 ml), and [1,1′Bis(diphenylphosphino)ferrocene]dichloropalladium (II) (18 mg, 0.024 mmol). The stirred reaction mixture is heated ... Starting materials: CC(C)CC=C1CCC(=O)CC1, CC(=O)[O-], CCO, Cl, NC(CS)C(=O)O, [Na+], O, O. The product is CC(C)CC=C1CCC2(CC1)NC(C(=O)O)CS2. As a reaction SMILES: [CH3:1][CH:2]([CH2:3][CH:4]=[C:5]1[CH2:6][CH2:7][C:8](=[O:11])[CH2:9][CH2:10]1)[CH3:12].[CH3:23][C:24](=[O:25])[O-:26].[CH3:27][CH2:28][OH:29].[ClH:14].[NH2:15][CH:16]([CH2:17][SH:18])[C:19](=[O:20])[OH:21].[Na+:22].[OH2:13].[OH2:30]>>[CH3:1][CH:2]([CH2:3][CH:4]=[C:5]1[CH2:6][CH2:7][C:8]2([CH2:9][CH2:10]1)[NH:15][CH:16]([C:19](=[O:20])[OH:21])[CH2:17][S:18]2)[CH3:12].